Dataset: the Open Reaction Database (ORD), a public repository of structured organic reaction records. Task: describe an organic reaction: reactants, conditions, products, and yield Reactants: C1COCCO1, ClCc1ccccn1, Cl, [K+], [K+], O=C([O-])[O-], O, c1ccc(P(c2ccccc2)c2ccccc2)cc1. The product is c1ccc([P+](Cc2ccccn2)(c2ccccc2)c2ccccc2)cc1, [Cl-]. RXN SMILES: [CH2:36]1[O:37][CH2:38][CH2:39][O:40][CH2:41]1.[Cl:2][CH2:3][c:4]1[n:5][cH:6][cH:7][cH:8][cH:9]1.[ClH:1].[K+:10].[K+:11].[O-:12][C:13]([O-:14])=[O:15].[OH2:35].[c:16]1([P:22]([c:23]2[cH:24][cH:25][cH:26][cH:27][cH:28]2)[c:29]2[cH:30][cH:31][cH:32][cH:33][cH:34]2)[cH:17][cH:18][cH:19][cH:20][cH:21]1>>[CH2:3]([c:4]1[n:5][cH:6][cH:7][cH:8][cH:9]1)[P+:22]([c:16]1[cH:17][cH:18][cH:19][cH:20][cH:21]1)([c:23]1[cH:24][cH:25][cH:26][cH:27][cH:28]1)[c:29]1[cH:30][cH:31][cH:32][cH:33][cH:34]1.[Cl-:2]. Reactants: O (water), OC1=C(C(N(C2=NC=CC=C12)C1=CC=CC=C1)=O)C(C(C)C1=CC=CC=C1)=O (4-hydroxy-1-phenyl-3-(2-phenylpropionyl)-1,8-naphthyridin-2(1H)-one), O.NN (hydrazine monohydrate). The solvent is CN(C)C=O (DMF). Conditions: temperature 105 celsius, time 3 hour. The product is C1(=CC=CC=C1)N1C(C2=C(C=3C=CC=NC13)NN=C2C(C)C2=CC=CC=C2)=O (5-phenyl-3-(1-phenylethyl)-1H-pyrazolo[4,3-c][1,8]naphthyridin-4(5H)-one), crystal. The yield is 84.0%. As a reaction SMILES: O[C:2]1[C:11]2[C:6](=[N:7][CH:8]=[CH:9][CH:10]=2)[N:5]([C:12]2[CH:17]=[CH:16][CH:15]=[CH:14][CH:13]=2)[C:4](=[O:18])[C:3]=1[C:19](=O)[CH:20]([C:22]1[CH:27]=[CH:26][CH:25]=[CH:24][CH:23]=1)[CH3:21].O.[NH2:30][NH2:31].O>CN(C=O)C>[C:12]1([N:5]2[C:6]3[N:7]=[CH:8][CH:9]=[CH:10][C:11]=3[C:2]3[NH:30][N:31]=[C:19]([CH:20]([C:22]4[CH:27]=[CH:26][CH:25]=[CH:24][CH:23]=4)[CH3:21])[C:3]=3[C:4]2=[O:18])[CH:17]=[CH:16][CH:15]=[CH:14][CH:13]=1 |f:1.2|. Reported procedure: To a suspension of 4-hydroxy-1-phenyl-3-(2-phenylpropionyl)-1,8-naphthyridin-2(1H)-one (370 mg, 1.0 mmol) produced in Synthesis Example 8 in DMF (8 mL) was added hydrazine monohydrate (purity of 80%, 160 μL), and the mixture was stirred at 100 to 110° C. for 3 hours. To the reaction solution was added water. The resulting precipitate was separated by filtration, washed with water, and dried to give 5-phenyl-3-(1-phenylethyl)-1H-pyrazolo[4,3-c][1,8]naphthyridin-4(5H)-one as a form of crystal (306... The reactants are CI, CS(C)=O, CN(C)Cc1c[nH]c2ccc(CNS(C)(=O)=O)cc12, N#C[K], O. Product: CS(=O)(=O)NCc1ccc2[nH]cc(CC#N)c2c1. Reaction SMILES: [CH3:1][I:2].[CH3:26][S:27](=[O:28])[CH3:29].[CH3:3][N:4]([CH3:5])[CH2:6][c:7]1[cH:8][nH:9][c:10]2[cH:11][cH:12][c:13]([CH2:16][NH:17][S:18](=[O:19])(=[O:20])[CH3:21])[cH:14][c:15]12.[K:22][C:23]#[N:24].[OH2:25]>>[CH2:6]([c:7]1[cH:8][nH:9][c:10]2[cH:11][cH:12][c:13]([CH2:16][NH:17][S:18](=[O:19])(=[O:20])[CH3:21])[cH:14][c:15]12)[C:23]#[N:24]. The reactants are ClC1=C(C=CC(=C1)Cl)C1=CC2=C(N(C3=CC=C(C=C23)C2=CC=NN2)C)N(C1=O)C (3-(2,4-dichlorophenyl)-1,9-dimethyl-6-(1H-pyrazol-5-yl)-1,9-dihydro-2H-pyrido[2,3-b]indol-2-one), ClCCN1CCOCC1 (chloroethylmorpholine). Product: ClC1=C(C=CC(=C1)Cl)C1=CC2=C(N(C3=CC=C(C=C23)C2=NN(C=C2)CCN2CCOCC2)C)N(C1=O)C (3-(2,4-Dichlorophenyl)-1,9-dimethyl-6-[1-(2-morpholin-4-ylethyl)-1H-pyrazol-3-yl]-1,9-dihydropyrido[2,3-b]indol-2-one). Reaction SMILES: [Cl:1][C:2]1[CH:7]=[C:6]([Cl:8])[CH:5]=[CH:4][C:3]=1[C:9]1[C:27](=[O:28])[N:26]([CH3:29])[C:12]2[N:13]([CH3:25])[C:14]3[C:19]([C:11]=2[CH:10]=1)=[CH:18][C:17]([C:20]1[NH:24][N:23]=[CH:22][CH:21]=1)=[CH:16][CH:15]=3.Cl[CH2:31][CH2:32][N:33]1[CH2:38][CH2:37][O:36][CH2:35][CH2:34]1>>[Cl:1][C:2]1[CH:7]=[C:6]([Cl:8])[CH:5]=[CH:4][C:3]=1[C:9]1[C:27](=[O:28])[N:26]([CH3:29])[C:12]2[N:13]([CH3:25])[C:14]3[C:19]([C:11]=2[CH:10]=1)=[CH:18][C:17]([C:20]1[CH:21]=[CH:22][N:23]([CH2:31][CH2:32][N:33]2[CH2:38][CH2:37][O:36][CH2:35][CH2:34]2)[N:24]=1)=[CH:16][CH:15]=3. Reported procedure: The process is carried out as in Example 36, using compound 3-(2,4-dichlorophenyl)-1,9-dimethyl-6-(1H-pyrazol-5-yl)-1,9-dihydro-2H-pyrido[2,3-b]indol-2-one from Example 39 above and chloroethylmorpholine Starting materials: Cc1c(C)n(Cc2ccccc2)c2ccc(Br)cc12, COc1ccc(B(O)O)cc1, ClCCl, [K+], [K+], O=C([O-])[O-], C1COCCO1. Yields the product COc1ccc(-c2ccc3c(c2)c(C)c(C)n3Cc2ccccc2)cc1. As a reaction SMILES: [CH2:1]([c:2]1[cH:3][cH:4][cH:5][cH:6][cH:7]1)[n:8]1[c:9]([CH3:19])[c:10]([CH3:18])[c:11]2[cH:12][c:13]([Br:17])[cH:14][cH:15][c:16]12.[CH3:26][O:27][c:28]1[cH:29][cH:30][c:31]([B:34]([OH:35])[OH:36])[cH:32][cH:33]1.[Cl:37][CH2:38][Cl:39].[K+:20].[K+:21].[O-:22][C:23]([O-:24])=[O:25].[O:40]1[CH2:41][CH2:42][O:43][CH2:44][CH2:45]1>>[CH2:1]([c:2]1[cH:3][cH:4][cH:5][cH:6][cH:7]1)[n:8]1[c:9]([CH3:19])[c:10]([CH3:18])[c:11]2[cH:12][c:13](-[c:31]3[cH:30][cH:29][c:28]([O:27][CH3:26])[cH:33][cH:32]3)[cH:14][cH:15][c:16]12.